From a dataset of the Open Reaction Database (ORD), a public repository of structured organic reaction records. describe an organic reaction: reactants, conditions, products, and yield The product is [Si](C)(C)(C(C)(C)C)OC1CN(C1)C[C@@H](C(=O)NC1=NC=C(N=C1)C)OC1=C2C(=NC=N1)N(N=C2)C2=C(C=CC=C2)Cl ((2S)-3-(3-(tert-butyldimethylsilyloxy)azetidin-1-yl)-2-(1-(2-chlorophenyl)-1H-pyrazolo[3,4-d]pyrimidin-4-yloxy)-N-(5-methylpyrazin-2-yl)propanamide). Reaction conditions: temperature 0 celsius, time 10 minute. RXN SMILES: [H-].[Na+].[Si:3]([O:10][CH:11]1[CH2:14][N:13]([CH2:15][C@H:16]([OH:27])[C:17]([NH:19][C:20]2[CH:25]=[N:24][C:23]([CH3:26])=[CH:22][N:21]=2)=[O:18])[CH2:12]1)([C:6]([CH3:9])([CH3:8])[CH3:7])([CH3:5])[CH3:4].Cl[C:29]1[N:34]=[CH:33][N:32]=[C:31]2[N:35]([C:38]3[CH:43]=[CH:42][CH:41]=[CH:40][C:39]=3[Cl:44])[N:36]=[CH:37][C:30]=12.C(O)(=O)CC(CC(O)=O)(C(O)=O)O>O1CCCC1.O.C(OCC)(=O)C>[Si:3]([O:10][CH:11]1[CH2:12][N:13]([CH2:15][C@H:16]([O:27][C:29]2[N:34]=[CH:33][N:32]=[C:31]3[N:35]([C:38]4[CH:43]=[CH:42][CH:41]=[CH:40][C:39]=4[Cl:44])[N:36]=[CH:37][C:30]=23)[C:17]([NH:19][C:20]2[CH:25]=[N:24][C:23]([CH3:26])=[CH:22][N:21]=2)=[O:18])[CH2:14]1)([C:6]([CH3:9])([CH3:8])[CH3:7])([CH3:4])[CH3:5] |f:0.1|. Reactants: C(CC(O)(C(=O)O)CC(=O)O)(=O)O (citric acid), [H-].[Na+] (Sodium hydride), [Si](C)(C)(C(C)(C)C)OC1CN(C1)C[C@@H](C(=O)NC1=NC=C(N=C1)C)O ((S)-3-(3-(tert-butyldimethylsilyloxy)azetidin-1-yl)-2-hydroxy-N-(5-methylpyrazin-2-yl)propanamide), ClC1=C2C(=NC=N1)N(N=C2)C2=C(C=CC=C2)Cl (4-chloro-1-(2-chlorophenyl)-1H-pyrazolo[3,4-d]pyrimidine). Run in O (water), C(C)(=O)OCC (ethyl acetate), O1CCCC1 (tetrahydrofuran). Reported procedure: Sodium hydride (87 mg, 2.18 mmol) was added to (S)-3-(3-(tert-butyldimethylsilyloxy)azetidin-1-yl)-2-hydroxy-N-(5-methylpyrazin-2-yl)propanamide (Intermediate BB2) (400 mg, 1.09 mmol) in anhydrous tetrahydrofuran (15 mL) at 0° C. under nitrogen. The resulting solution was stirred at 0° C. for 10 minutes and then 4-chloro-1-(2-chlorophenyl)-1H-pyrazolo[3,4-d]pyrimidine (318 mg, 1.20 mmol) was added. The reaction mixture was allowed to warm to room temperature and stirred for 2 hours. The reaction... Yield: 82.0%. Product: CCn1c(=O)c2c(nc(C=Cc3ccc(-c4ccccc4)cc3)n2C)n(CC)c1=O. As a reaction SMILES: [CH2:1]([CH3:2])[n:3]1[c:4](=[O:5])[n:6]([CH2:28][CH3:29])[c:7]2[n:8][c:9]([CH:14]=[CH:15][c:16]3[cH:17][cH:18][c:19](-[c:22]4[cH:23][cH:24][cH:25][cH:26][cH:27]4)[cH:20][cH:21]3)[nH:10][c:11]2[c:12]1=[O:13].[CH3:32][O:33][S:34]([O:35][CH3:36])(=[O:37])=[O:38].[CH3:40][OH:41].[Na+:31].[OH-:30].[OH2:39]>>[CH2:1]([CH3:2])[n:3]1[c:4](=[O:5])[n:6]([CH2:28][CH3:29])[c:7]2[n:8][c:9]([CH:14]=[CH:15][c:16]3[cH:17][cH:18][c:19](-[c:22]4[cH:23][cH:24][cH:25][cH:26][cH:27]4)[cH:20][cH:21]3)[n:10]([CH3:32])[c:11]2[c:12]1=[O:13]. Starting materials: CCn1c(=O)c2[nH]c(C=Cc3ccc(-c4ccccc4)cc3)nc2n(CC)c1=O, COS(=O)(=O)OC, CO, [Na+], [OH-], O. Reactants: [N+](=O)([O-])C1=CC(=CC=C1)OCCC1=CC=C(C=C1)C#N (Nitro-3-[2-(4-cyanophenyl)ethoxy]benzene), [NH4+].[Cl-] (NH4Cl). Reagents/catalysts: [Fe] (Iron). The solvent is CCO (EtOH), O (H2O). Run at time 1 hour. The product is NC1=CC(=CC=C1)OCCC1=CC=C(C=C1)C#N (Amino-3-[2-(4-cyanophenyl)ethoxy]benzene). Isolated yield 84.7%. RXN SMILES: [N+:1]([C:4]1[CH:9]=[CH:8][CH:7]=[C:6]([O:10][CH2:11][CH2:12][C:13]2[CH:18]=[CH:17][C:16]([C:19]#[N:20])=[CH:15][CH:14]=2)[CH:5]=1)([O-])=O.[NH4+].[Cl-]>CCO.O.[Fe]>[NH2:1][C:4]1[CH:9]=[CH:8][CH:7]=[C:6]([O:10][CH2:11][CH2:12][C:13]2[CH:14]=[CH:15][C:16]([C:19]#[N:20])=[CH:17][CH:18]=2)[CH:5]=1 |f:1.2|. Procedure: Nitro-3-[2-(4-cyanophenyl)ethoxy]benzene (3.0 g; 11.2 mmol; from step (i) above) and NH4Cl (2.9 g; 55 mmol) were dissolved in a mixture of EtOH (40 mL) and H2O (10 mL) and heated to reflux. Iron powder (3.0 g; 55 mmol) was added and heating was continued for 1 hour. The mixture was filtered, concentrated in vacuo and partitioned between water and CH2Cl2. After separation, the aqueous phase was extracted with CH2Cl2. The combined organic phases were dried (MgSO4) and the solvent was evaporated. P... The reactants are OC1=CC=C(C=O)C=C1 (4-hydroxybenzaldehyde), BrCCCOCC1=CC=CC=C1 (benzyl 3-bromopropyl ether), C([O-])([O-])=O.[Cs+].[Cs+] (cesium carbonate), [I-].[Na+] (sodium iodide). Solvent: CN(C=O)C (N,N-dimethylformamide), O (water). The product is C(C1=CC=CC=C1)OCCCOC1=CC=C(C=O)C=C1 (4-(3-benzyloxypropoxy)-benzaldehyde). Isolated yield 99.8%. As a reaction SMILES: [OH:1][C:2]1[CH:9]=[CH:8][C:5]([CH:6]=[O:7])=[CH:4][CH:3]=1.Br[CH2:11][CH2:12][CH2:13][O:14][CH2:15][C:16]1[CH:21]=[CH:20][CH:19]=[CH:18][CH:17]=1.C(=O)([O-])[O-].[Cs+].[Cs+].[I-].[Na+]>CN(C)C=O.O>[CH2:15]([O:14][CH2:13][CH2:12][CH2:11][O:1][C:2]1[CH:9]=[CH:8][C:5]([CH:6]=[O:7])=[CH:4][CH:3]=1)[C:16]1[CH:21]=[CH:20][CH:19]=[CH:18][CH:17]=1 |f:2.3.4,5.6|. Procedure details: A mixture of 4-hydroxybenzaldehyde (1 g), benzyl 3-bromopropyl ether (1.88 g), cesium carbonate (3.2 g) and a catalytic amount of sodium iodide in N,N-dimethylformamide (15 mL) was stirred at room temperature overnight. The reaction mixture was poured into water, and the resulting mixture was extracted with diethyl ether. The extract was washed with water and dried over anhydrous magnesium sulfate. The solvent was removed under reduced pressure to give 4-(3-benzyloxypropoxy)-benzaldehyde (2.21 g... Reactants: CCOC(=O)C (EtOAc), C[C@@H]1NC(COC1=O)(C)C ((35)-3,5,5-trimethylmorpholin-2-one), [NH4+].[Cl-] (NH4Cl), FC1=CC=C(C=C1)[Mg]Br (4-fluorophenylmagnesium bromide). Run in C1CCOC1 (THF). Conditions: temperature -78 celsius, time 3 hour. The product is FC1=CC=C(C=C1)[C@]1([C@@H](NC(CO1)(C)C)C)O ((2S,3S)-2-(4-Fluorophenyl)-3,5,5-trimethylmorpholin-2-ol). Yield: 28.8%. Reaction SMILES: [CH3:1][C@H:2]1[C:7](=[O:8])[O:6][CH2:5][C:4]([CH3:10])([CH3:9])[NH:3]1.[F:11][C:12]1[CH:17]=[CH:16][C:15]([Mg]Br)=[CH:14][CH:13]=1.[NH4+].[Cl-].CCOC(C)=O>C1COCC1>[F:11][C:12]1[CH:17]=[CH:16][C:15]([C@:7]2([OH:8])[O:6][CH2:5][C:4]([CH3:10])([CH3:9])[NH:3][C@H:2]2[CH3:1])=[CH:14][CH:13]=1 |f:2.3|. Reported procedure: A solution of 15 (166 mg, 1.16 mmol) in dry THF (1.2 mL, 1M) under an N2 atmosphere was cooled to −78° C. and treated with 4-fluorophenylmagnesium bromide (1.3 equiv., 1.5 mmol, 1.9 mL, 0.8 M solution in THF). The reaction mixture was stirred at −78° C. for 3 h. A saturated aqueous solution of NH4Cl was added to the reaction vessel, and the mixture was allowed to warm to room temperature. EtOAc (5 mL) was added to the reaction vessel and the organic layer was separated. The aqueous phase was ext... The reactants are CN(C)C=O, O=[N+]([O-])c1cc(O)c(O)cc1Cl, Cl, COc1ccc(F)c(F)c1CBr, [H-], [Na+], O. Product: COc1ccc(F)c(F)c1COc1cc([N+](=O)[O-])c(Cl)cc1O. As a reaction SMILES: [CH3:28][N:29]([CH3:30])[CH:31]=[O:32].[Cl:1][c:2]1[cH:3][c:4]([OH:12])[c:5]([OH:6])[cH:7][c:8]1[N+:9](=[O:10])[O-:11].[ClH:27].[F:15][c:16]1[c:17]([CH2:18][Br:19])[c:20]([O:25][CH3:26])[cH:21][cH:22][c:23]1[F:24].[H-:13].[Na+:14].[OH2:33]>>[Cl:1][c:2]1[cH:3][c:4]([OH:12])[c:5]([O:6][CH2:18][c:17]2[c:16]([F:15])[c:23]([F:24])[cH:22][cH:21][c:20]2[O:25][CH3:26])[cH:7][c:8]1[N+:9](=[O:10])[O-:11]. Reactants: IC1=C(C=O)C=C(C(=C1)OC)OC(C)C (2-Iodo-5-isopropoxy-4-methoxybenzaldehyde), CCOCC (Et2O), CCOCC (Et2O), [NH4+].[Cl-] (NH4Cl), Mg, CCOCC (Et2O), IC (iodomethane), CCOCC (Et2O). Reaction conditions: temperature 0 celsius, time 3 hour. Yields the product IC1=C(C=C(C(=C1)OC)OC(C)C)C(CC)O (1-(2-Iodo-5-isopropoxy-4-methoxyphenyl)propanol). Yield: 97.0%. RXN SMILES: IC.[I:3][C:4]1[CH:11]=[C:10]([O:12][CH3:13])[C:9]([O:14][CH:15]([CH3:17])[CH3:16])=[CH:8][C:5]=1[CH:6]=[O:7].[NH4+].[Cl-].[CH3:20][CH2:21]OCC>>[I:3][C:4]1[CH:11]=[C:10]([O:12][CH3:13])[C:9]([O:14][CH:15]([CH3:17])[CH3:16])=[CH:8][C:5]=1[CH:6]([OH:7])[CH2:20][CH3:21] |f:2.3|. Procedure details: A mixture of Mg turnings (585 mg, 24.1 g·atom) in dry Et2O (8.0 mL) was stirred at 0° C. under a nitrogen atmosphere then treated, dropwise, with a solution of iodomethane (2.25 mL, 28.1 mmol) in dry Et2O (7.0 mL). After 0.5 h a solution of aldehyde 5 (3.00 g, 9.38 mmol) in dry Et2O (10 mL) was added, dropwise, to the mixture that was then allowed to warm to 18° C. Stirring was continued at this temperature for 3 h then the reaction mixture was treated with NH4Cl (10 mL of a 20% w/v aqueous solu...